Task: describe an organic reaction: reactants, conditions, products, and yield. Dataset: the Open Reaction Database (ORD), a public repository of structured organic reaction records Starting materials: CCOP(=O)(CC#N)OCC, C1CCOC1, COc1cccc(C(=O)c2ccc(OC)c(OC)c2)c1, C[Si](C)(C)[N-][Si](C)(C)C, COc1cccc(C(=CC#N)c2cc(OC)cc(OC)c2)c1, [Li+]. The product is COc1cccc(C(=CC#N)c2ccc(OC)c(OC)c2)c1. Reaction SMILES: [CH2:21]([O:22][P:23](=[O:24])([O:25][CH2:26][CH3:27])[CH2:29][C:30]#[N:31])[CH3:28].[CH2:64]1[O:65][CH2:66][CH2:67][CH2:68]1.[CH3:1][O:2][c:3]1[cH:4][c:5]([C:11](=[O:12])[c:13]2[cH:14][c:15]([O:19][CH3:20])[cH:16][cH:17][cH:18]2)[cH:6][cH:7][c:8]1[O:9][CH3:10].[CH3:32][Si:33]([N-:34][Si:35]([CH3:36])([CH3:37])[CH3:38])([CH3:39])[CH3:40].[CH3:42][O:43][c:44]1[cH:45][c:46]([C:47]([c:48]2[cH:49][cH:50][cH:51][c:52]([O:53][CH3:54])[cH:55]2)=[CH:56][C:57]#[N:58])[cH:59][c:60]([O:61][CH3:62])[cH:63]1.[Li+:41]>>[CH3:1][O:2][c:3]1[cH:4][c:5]([C:11]([c:13]2[cH:14][c:15]([O:19][CH3:20])[cH:16][cH:17][cH:18]2)=[CH:29][C:30]#[N:31])[cH:6][cH:7][c:8]1[O:9][CH3:10]. Reactants: N([C@H](CCCCNC(=O)C(F)(F)F)C(=O)N([C@@H](CCCNC(NS(=O)(=O)C1=CC=C(C)C=C1)=N)C(=O)NCC(=O)O)C)C(=O)OC(C)(C)C (Boc-D-Lys(Tfa)-NMeArg(Tos)-Gly), ON1C(=O)CCC1=O (HOSu), C1CCC(CC1)N=C=NC2CCCCC2 (DCC). The solvent is CN(C)C=O (DMF). Conditions: time 2 day. Product: N([C@H](CCCCNC(=O)C(F)(F)F)C(=O)N([C@@H](CCCNC(NS(=O)(=O)C1=CC=C(C)C=C1)=N)C(=O)NCC(=O)ON1C(=O)CCC1=O)C)C(=O)OC(C)(C)C (Boc-D-Lys(Tfa)-NMeArg(Tos)-Gly-OSu). The yield is 73.3%. As a reaction SMILES: [NH:1]([C:43]([O:45][C:46]([CH3:49])([CH3:48])[CH3:47])=[O:44])[C@@H:2]([C:14]([N:16]([CH3:42])[C@H:17]([C:35]([NH:37][CH2:38][C:39]([OH:41])=[O:40])=[O:36])[CH2:18][CH2:19][CH2:20][NH:21][C:22](=[NH:34])[NH:23][S:24]([C:27]1[CH:33]=[CH:32][C:30]([CH3:31])=[CH:29][CH:28]=1)(=[O:26])=[O:25])=[O:15])[CH2:3][CH2:4][CH2:5][CH2:6][NH:7][C:8]([C:10]([F:13])([F:12])[F:11])=[O:9].O[N:51]1[C:56](=[O:57])[CH2:55][CH2:54][C:52]1=[O:53].C1CCC(N=C=NC2CCCCC2)CC1>CN(C=O)C>[NH:1]([C:43]([O:45][C:46]([CH3:49])([CH3:48])[CH3:47])=[O:44])[C@@H:2]([C:14]([N:16]([CH3:42])[C@H:17]([C:35]([NH:37][CH2:38][C:39]([O:41][N:51]1[C:56](=[O:57])[CH2:55][CH2:54][C:52]1=[O:53])=[O:40])=[O:36])[CH2:18][CH2:19][CH2:20][NH:21][C:22](=[NH:34])[NH:23][S:24]([C:27]1[CH:33]=[CH:32][C:30]([CH3:31])=[CH:29][CH:28]=1)(=[O:25])=[O:26])=[O:15])[CH2:3][CH2:4][CH2:5][CH2:6][NH:7][C:8]([C:10]([F:11])([F:13])[F:12])=[O:9]. Reported procedure: Boc-D-Lys(Tfa)-NMeArg(Tos)-Gly (8.00 g, 11.0 mmol), HOSu (1.25 g, 10.8 mmol) and DCC (2.22 g, 10.8 mmol) were dissolved in DMF (75 ml) and stirred at room temperature for 2 days. The solids were removed by filtration and washed with DMF (2×15 ml). The filtrate was concentrated under reduced pressure and the resulting syrup dried under reduced pressure at 40° C. to give a tan solid (6.50 g, 72%). MP=66°-69° C.; FAB-MS: [M+H]=821. The reactants are CC(C)(C)OC(=O)NN, CCn1ncc2c(NC3CCOCC3)c(C(=O)O)cnc21, ClCCCl, CN(C)C=O, On1nnc2ccccc21. The product is CCn1ncc2c(NC3CCOCC3)c(C(=O)NNC(=O)OC(C)(C)C)cnc21. As a reaction SMILES: [C:36]([NH:37][NH2:38])(=[O:39])[O:40][C:41]([CH3:42])([CH3:43])[CH3:44].[CH2:1]([CH3:2])[n:3]1[n:4][cH:5][c:6]2[c:7]1[n:8][cH:9][c:10]([C:19](=[O:20])[OH:21])[c:11]2[NH:12][CH:13]1[CH2:14][CH2:15][O:16][CH2:17][CH2:18]1.[CH2:22]([Cl:23])[CH2:24][Cl:25].[O:45]=[CH:46][N:47]([CH3:48])[CH3:49].[OH:26][n:27]1[c:28]2[c:29]([cH:30][cH:31][cH:32][cH:33]2)[n:34][n:35]1>>[CH2:1]([CH3:2])[n:3]1[n:4][cH:5][c:6]2[c:7]1[n:8][cH:9][c:10]([C:19](=[O:21])[NH:38][NH:37][C:36](=[O:39])[O:40][C:41]([CH3:42])([CH3:43])[CH3:44])[c:11]2[NH:12][CH:13]1[CH2:14][CH2:15][O:16][CH2:17][CH2:18]1. The reactants are C(C)(C)(C)OC(=O)N1C(=CC2=CC(=CC=C12)C(C1=CC=CC=C1)O)C=1C2=C(N(N1)C(=O)OC(C)(C)C)C=CS2 (2-(1-tert-butoxycarbonyl-1H-thieno[3,2-c]pyrazol-3-yl)-5-(hydroxy-phenyl-methyl)-indole-1-carboxylic acid tert-butyl ester), C(C)(C)(C)OC(=O)N1C(=CC2=CC(=CC=C12)C(C1=CC=CC=C1)O)C=1C2=C(N(N1)C(=O)OC(C)(C)C)C=CS2 (2-(1-tert-butoxycarbonyl-1H-thieno[3,2-c]pyrazol-3-yl)-5-(hydroxy-phenyl-methyl)-indole-1-carboxylic acid tert-butyl ester). The solvent is O1CCCC1 (tetrahydrofuran), [OH-].[K+] (KOH). Run at temperature 60 celsius, time 22 hour. The product is C1(=CC=CC=C1)C(O)C=1C=C2C=C(NC2=CC1)C=1C2=C(NN1)C=CS2 (phenyl-[2-(1H-thieno[3,2-c]pyrazol-3-yl)-1H-indol-5-yl]-methanol). Yield: 89.6%. As a reaction SMILES: C(OC([N:8]1[C:16]2[C:11](=[CH:12][C:13]([CH:17]([OH:24])[C:18]3[CH:23]=[CH:22][CH:21]=[CH:20][CH:19]=3)=[CH:14][CH:15]=2)[CH:10]=[C:9]1[C:25]1[C:26]2[S:39][CH:38]=[CH:37][C:27]=2[N:28](C(OC(C)(C)C)=O)[N:29]=1)=O)(C)(C)C>O1CCCC1.[OH-].[K+]>[C:18]1([CH:17]([C:13]2[CH:12]=[C:11]3[C:16](=[CH:15][CH:14]=2)[NH:8][C:9]([C:25]2[C:26]4[S:39][CH:38]=[CH:37][C:27]=4[NH:28][N:29]=2)=[CH:10]3)[OH:24])[CH:19]=[CH:20][CH:21]=[CH:22][CH:23]=1 |f:2.3|. Procedure: To a solution of 2-(1-tert-butoxycarbonyl-1H-thieno[3,2-c]pyrazol-3-yl)-5-hydroxymethyl-indole-1-carboxylic acid tert-butyl ester [373 mg, 0.794 mmol Intermediate (10)] in Dichloromethane (20 mL) is added Dess-Martin Periodinane (407 mg, 0.959 mmol). Stirred at room temperature for 30 minutes. Water (10 mL) is added and stirred for 30 minutes at room temperature. The reaction mixture is dissolved with ethyl acetate (30 mL) and washed twice with a mixture of 10% Na2S2O3/saturated NaHCO3 (4 ML) so... Reactants: FC=1C2=C(C=C3CC4(C(NC(NC4=O)=O)=O)[C@@H]4N(C13)C[C@H](O[C@H]4C)C)C(=NO2)C2=NC(=NC=C2)S(=O)(=O)C ((2R,4S,4aS)-11-fluoro-2,4-dimethyl-8-(2-(methylsulfonyl)pyrimidin-4-yl)-2,4,4a,6-tetrahydro-1H,1′H-spiro[isoxazolo[4,5-g][1,4]oxazino[4,3-a]quinoline-5,5′-pyrimidine]-2′,4′,6′(3′H)-trione), NCCO (2-aminoethanol). The product is FC=1C2=C(C=C3CC4(C(NC(NC4=O)=O)=O)[C@@H]4N(C13)C[C@H](O[C@H]4C)C)C(=NO2)C2=NC(=NC=C2)NCCO ((2R,4S,4aS)-11-fluoro-8-(2-(2-hydroxyethylamino)pyrimidin-4-yl)-2,4-dimethyl-2,4,4a,6-tetrahydro-1H,1′H-spiro[isoxazolo[4,5-g][1,4]oxazino[4,3-a]quinoline-5,5′-pyrimidine]-2′,4′,6′(3′H)-trione). Reaction SMILES: [F:1][C:2]1[C:3]2[O:28][N:27]=[C:26]([C:29]3[CH:34]=[CH:33][N:32]=[C:31](S(C)(=O)=O)[N:30]=3)[C:4]=2[CH:5]=[C:6]2[C:19]=1[N:18]1[CH2:20][C@@H:21]([CH3:25])[O:22][C@@H:23]([CH3:24])[C@@H:17]1[C:8]1([C:13](=[O:14])[NH:12][C:11](=[O:15])[NH:10][C:9]1=[O:16])[CH2:7]2.[NH2:39][CH2:40][CH2:41][OH:42]>>[F:1][C:2]1[C:3]2[O:28][N:27]=[C:26]([C:29]3[CH:34]=[CH:33][N:32]=[C:31]([NH:39][CH2:40][CH2:41][OH:42])[N:30]=3)[C:4]=2[CH:5]=[C:6]2[C:19]=1[N:18]1[CH2:20][C@@H:21]([CH3:25])[O:22][C@@H:23]([CH3:24])[C@@H:17]1[C:8]1([C:13](=[O:14])[NH:12][C:11](=[O:15])[NH:10][C:9]1=[O:16])[CH2:7]2. Procedure: Starting material: (2R,4S,4aS)-11-fluoro-2,4-dimethyl-8-(2-(methylsulfonyl)pyrimidin-4-yl)-2,4,4a,6-tetrahydro-1H,1′H-spiro[isoxazolo[4,5-g][1,4]oxazino[4,3-a]quinoline-5,5′-pyrimidine]-2′,4′,6′(3′H)-trione (Example 169) and 2-aminoethanol.